Dataset: the Open Reaction Database (ORD), a public repository of structured organic reaction records. Task: describe an organic reaction: reactants, conditions, products, and yield Starting materials: CCBr, CN(C)C=O, [H-], CCNS(=O)(=O)c1nc2ccc([N+](=O)[O-])cc2n1CC, [Na+], O. Yields the product CCN(CC)S(=O)(=O)c1nc2ccc([N+](=O)[O-])cc2n1CC. RXN SMILES: [CH2:23]([CH3:24])[Br:25].[CH3:27][N:28]([CH3:29])[CH:30]=[O:31].[H-:1].[N+:3](=[O:4])([O-:5])[c:6]1[cH:7][cH:8][c:9]2[c:10]([n:11]([CH2:20][CH3:21])[c:12]([S:14](=[O:15])(=[O:16])[NH:17][CH2:18][CH3:19])[n:13]2)[cH:22]1.[Na+:2].[OH2:26]>>[N+:3](=[O:4])([O-:5])[c:6]1[cH:7][cH:8][c:9]2[c:10]([n:11]([CH2:20][CH3:21])[c:12]([S:14](=[O:15])(=[O:16])[N:17]([CH2:18][CH3:19])[CH2:23][CH3:24])[n:13]2)[cH:22]1. Reactants: O[C@](C(=O)O)(C)C1=CC=CC=C1 ((2R)-2-hydroxy-2-phenylpropanoic acid), CN[C@@H]1CCC=2N(C3=CC=CC=C3C2CC(=O)OCCC)C1 (propyl [(7R)-7-(methylamino)-6,7,8,9-tetrahydropyrido[1,2-a]indol-10-yl]acetate). RXN SMILES: [OH:1][C@@:2]([C:7]1[CH:12]=[CH:11][CH:10]=[CH:9][CH:8]=1)([CH3:6])[C:3]([OH:5])=O.[CH3:13][NH:14][C@H:15]1[CH2:34][N:19]2[C:20]3[C:25]([C:26]([CH2:27][C:28]([O:30]CCC)=[O:29])=[C:18]2[CH2:17][CH2:16]1)=[CH:24][CH:23]=[CH:22][CH:21]=3>>[OH:1][C@@:2]([C:7]1[CH:12]=[CH:11][CH:10]=[CH:9][CH:8]=1)([CH3:6])[C:3]([N:14]([CH3:13])[C@H:15]1[CH2:34][N:19]2[C:20]3[C:25]([C:26]([CH2:27][C:28]([OH:30])=[O:29])=[C:18]2[CH2:17][CH2:16]1)=[CH:24][CH:23]=[CH:22][CH:21]=3)=[O:5]. Product: O[C@](C(=O)N([C@@H]1CCC=2N(C3=CC=CC=C3C2CC(=O)O)C1)C)(C)C1=CC=CC=C1 ([(7R)-7-{[(2R)-2-hydroxy-2-phenylpropanoyl](methyl)amino}-6,7,8,9-tetrahydropyrido[1,2-a]indol-10-yl]acetic acid). Procedure details: The title compound was prepared using analogous procedures described in Example 1 (Method A) from (2R)-2-hydroxy-2-phenylpropanoic acid and propyl [(7R)-7-(methylamino)-6,7,8,9-tetrahydropyrido[1,2-a]indol-10-yl]acetate. MS (+ESI) m/z: 407. Reactants: CC(C)=O, Clc1nc(Cl)nc(Cl)n1, Cl, NC1CCC(O)CC1, [Na+], [OH-]. The product is OC1CCC(Nc2nc(Cl)nc(Cl)n2)CC1. As a reaction SMILES: [CH3:21][C:22](=[O:23])[CH3:24].[Cl:1][c:2]1[n:3][c:4]([Cl:5])[n:6][c:7]([Cl:8])[n:9]1.[ClH:10].[NH2:11][CH:12]1[CH2:13][CH2:14][CH:15]([OH:18])[CH2:16][CH2:17]1.[Na+:20].[OH-:19]>>[c:2]1([NH:11][CH:12]2[CH2:13][CH2:14][CH:15]([OH:18])[CH2:16][CH2:17]2)[n:3][c:4]([Cl:5])[n:6][c:7]([Cl:8])[n:9]1.